From a dataset of the Open Reaction Database (ORD), a public repository of structured organic reaction records. describe an organic reaction: reactants, conditions, products, and yield Starting materials: C(C)(C)(C)OC(=O)N1[C@@H](C[C@H](C1)SC(C1=CC=CC=C1)(C1=CC=CC=C1)C1=CC=CC=C1)CN=[N+]=[N-] ((2S,4R)-2-azidomethyl-4-tritylsulfanyl-pyrrolidine-1-carboxylic acid tert-butyl ester), C(C)(C)(C)OC(=O)N1[C@@H](C[C@H](C1)SC(C1=CC=CC=C1)(C1=CC=CC=C1)C1=CC=CC=C1)CN ((2S,4R)-2-aminomethyl-4-tritylsulfanyl-pyrrolidine-1-carboxylic acid tert-butyl ester), FC1=C(C=O)C=C(C=C1)F (2,5-difluoro benzaldehyde). Yields the product C(C)(C)(C)OC(=O)N1[C@@H](C[C@H](C1)SC(C1=CC=CC=C1)(C1=CC=CC=C1)C1=CC=CC=C1)CNCC1=C(C=CC(=C1)F)F ((2S,4R)-2-[(2,5-difluoro-benzylamino)-methyl]-4-tritylsulfanyl-pyrrolidine-1-carboxylic acid tert-butyl ester). Reaction SMILES: [C:1]([O:5][C:6]([N:8]1[CH2:12][C@H:11]([S:13][C:14]([C:27]2[CH:32]=[CH:31][CH:30]=[CH:29][CH:28]=2)([C:21]2[CH:26]=[CH:25][CH:24]=[CH:23][CH:22]=2)[C:15]2[CH:20]=[CH:19][CH:18]=[CH:17][CH:16]=2)[CH2:10][C@H:9]1[CH2:33][N:34]=[N+]=[N-])=[O:7])([CH3:4])([CH3:3])[CH3:2].C(OC(N1C[C@H](SC(C2C=CC=CC=2)(C2C=CC=CC=2)C2C=CC=CC=2)C[C@H]1CN)=O)(C)(C)C.[F:71][C:72]1[CH:79]=[CH:78][C:77]([F:80])=[CH:76][C:73]=1[CH:74]=O>>[C:1]([O:5][C:6]([N:8]1[CH2:12][C@H:11]([S:13][C:14]([C:27]2[CH:32]=[CH:31][CH:30]=[CH:29][CH:28]=2)([C:21]2[CH:26]=[CH:25][CH:24]=[CH:23][CH:22]=2)[C:15]2[CH:20]=[CH:19][CH:18]=[CH:17][CH:16]=2)[CH2:10][C@H:9]1[CH2:33][NH:34][CH2:74][C:73]1[CH:76]=[C:77]([F:80])[CH:78]=[CH:79][C:72]=1[F:71])=[O:7])([CH3:4])([CH3:3])[CH3:2]. Reported procedure: From (2S,4R)-2-azidomethyl-4-tritylsulfanyl-pyrrolidine-1-carboxylic acid tert-butyl ester was prepared via (2S,4R)-2-aminomethyl-4-tritylsulfanyl-pyrrolidine-1-carboxylic acid tert-butyl ester [as light brown foam, MS: 475 (MH+)] and further reaction with 2,5-difluoro benzaldehyde analogously to reductive amination gave (2S,4R)-2-[(2,5-difluoro-benzylamino)-methyl]-4-tritylsulfanyl-pyrrolidine-1-carboxylic acid tert-butyl ester as colorless oil MS: 601 (MH+) which was treated according to trity... Starting materials: COC1=CC=C2C=CC(=CC2=C1)B1OC(C(O1)(C)C)(C)C (2-(7-methoxy-naphthalen-2-yl)-4,4,5,5-tetramethyl-[1,3,2]dioxaborolane), ClC=1C=C(N=NC1)CN1C(=NC=C1)C (5-chloro-3-(2-methyl-imidazol-1-yl-methyl)-pyridazine). The product is Cl.COC1=CC=C2C=CC(=CC2=C1)C=1C=C(N=NC1)CN1C(=NC=C1)C (5-(7-Methoxy-naphthalen-2-yl)-3-(2-methyl-imidazol-1-yl-methyl)-pyridazine hydrochloride). RXN SMILES: [CH3:1][O:2][C:3]1[CH:12]=[C:11]2[C:6]([CH:7]=[CH:8][C:9](B3OC(C)(C)C(C)(C)O3)=[CH:10]2)=[CH:5][CH:4]=1.[Cl:22][C:23]1[CH:24]=[C:25]([CH2:29][N:30]2[CH:34]=[CH:33][N:32]=[C:31]2[CH3:35])[N:26]=[N:27][CH:28]=1>>[ClH:22].[CH3:1][O:2][C:3]1[CH:12]=[C:11]2[C:6]([CH:7]=[CH:8][C:9]([C:23]3[CH:24]=[C:25]([CH2:29][N:30]4[CH:34]=[CH:33][N:32]=[C:31]4[CH3:35])[N:26]=[N:27][CH:28]=3)=[CH:10]2)=[CH:5][CH:4]=1 |f:2.3|. Procedure: The title compound, MS: m/e 331.3 (M+H+), was prepared from 2-(7-methoxy-naphthalen-2-yl)-4,4,5,5-tetramethyl-[1,3,2]dioxaborolane and 5-chloro-3-(2-methyl-imidazol-1-yl-methyl)-pyridazine. Starting materials: C(C)(C)(C)NC(=O)C1=CN(C2=NC=C(N=C21)C2=NN(C1=CC(=CC=C21)F)CCN(C)C)COCC[Si](C)(C)C (N-tert-Butyl-2-(1-(2-(dimethylamino)ethyl)-6-fluoro-1H-indazol-3-yl)-5-((2-(trimethylsilyl)ethoxy)methyl)-5H-pyrrolo[2,3-b]pyrazine-7-carboxamide), FC(C(=O)O)(F)F (Trifluoroacetic acid). Run in ClCCl (dichloromethane). Run at temperature 80 celsius. Yields the product C(C)(C)(C)NC(=O)C1=CNC2=NC=C(N=C21)C2=NN(C1=CC(=CC=C21)F)CCN(C)C (N-tert-butyl-2-(1-(2-(dimethylamino)ethyl)-6-fluoro-1H-indazol-3-yl)-5H-pyrrolo[2,3-b]pyrazine-7-carboxamide). Yield: 58.6%. RXN SMILES: [C:1]([NH:5][C:6]([C:8]1[C:16]2[C:11](=[N:12][CH:13]=[C:14]([C:17]3[C:25]4[C:20](=[CH:21][C:22]([F:26])=[CH:23][CH:24]=4)[N:19]([CH2:27][CH2:28][N:29]([CH3:31])[CH3:30])[N:18]=3)[N:15]=2)[N:10](COCC[Si](C)(C)C)[CH:9]=1)=[O:7])([CH3:4])([CH3:3])[CH3:2].FC(F)(F)C(O)=O>ClCCl>[C:1]([NH:5][C:6]([C:8]1[C:16]2[C:11](=[N:12][CH:13]=[C:14]([C:17]3[C:25]4[C:20](=[CH:21][C:22]([F:26])=[CH:23][CH:24]=4)[N:19]([CH2:27][CH2:28][N:29]([CH3:31])[CH3:30])[N:18]=3)[N:15]=2)[NH:10][CH:9]=1)=[O:7])([CH3:4])([CH3:3])[CH3:2]. Procedure: N-tert-Butyl-2-(1-(2-(dimethylamino)ethyl)-6-fluoro-1H-indazol-3-yl)-5-((2-(trimethylsilyl)ethoxy)methyl)-5H-pyrrolo[2,3-b]pyrazine-7-carboxamide (0.085 g, 153 μmol) was placed in a sealed tube and dissolved in dichloromethane (2 mL). Trifluoroacetic acid (1.75 g, 1.18 mL, 15.3 mmol) was added and the tube sealed and the mixture heated at to 80° C. After 15 h the mixture was cooled and then concentrated in vacuo. The residue was crystallized from dichloromethane/methanol and cyclohexane to give ... Reactants: C(C)(C)(C)OC(N[C@@H](CC1=CC(=CC=C1)N1S(N(C(C1)=O)CC1=CC=C(C=C1)OC)(=O)=O)C(NCCCCC)=O)=O (((S)-2-{3-[5-(4-methoxy-benzyl)-1,1,4-trioxo-1,2,5-thiadiazolidin-2-yl]-phenyl}-1-pentylcarbamoyl-ethyl)-carbamic acid t-butyl ester), C(=O)(C(F)(F)F)O (TFA). Solvent: C(Cl)Cl (CH2Cl2). Run at time 30 minute. Product: N[C@H](C(=O)NCCCCC)CC1=CC(=CC=C1)N1S(N(C(C1)=O)CC1=CC=C(C=C1)OC)(=O)=O ((S)-2-amino-3-{3-[5-(4-methoxy-benzyl)-1,1,4-trioxo-1,2,5-thiadiazolidin-2-yl]-phenyl}-N-pentyl-propionamide). Reaction SMILES: C(OC(=O)[NH:7][C@H:8]([C:33](=[O:40])[NH:34][CH2:35][CH2:36][CH2:37][CH2:38][CH3:39])[CH2:9][C:10]1[CH:15]=[CH:14][CH:13]=[C:12]([N:16]2[CH2:20][C:19](=[O:21])[N:18]([CH2:22][C:23]3[CH:28]=[CH:27][C:26]([O:29][CH3:30])=[CH:25][CH:24]=3)[S:17]2(=[O:32])=[O:31])[CH:11]=1)(C)(C)C.C(O)(C(F)(F)F)=O>C(Cl)Cl>[NH2:7][C@@H:8]([CH2:9][C:10]1[CH:15]=[CH:14][CH:13]=[C:12]([N:16]2[CH2:20][C:19](=[O:21])[N:18]([CH2:22][C:23]3[CH:28]=[CH:27][C:26]([O:29][CH3:30])=[CH:25][CH:24]=3)[S:17]2(=[O:31])=[O:32])[CH:11]=1)[C:33]([NH:34][CH2:35][CH2:36][CH2:37][CH2:38][CH3:39])=[O:40]. Reported procedure: A solution of the title F compound, ((S)-2-{3-[5-(4-methoxy-benzyl)-1,1,4-trioxo-1,2,5-thiadiazolidin-2-yl]-phenyl}-1-pentylcarbamoyl-ethyl)-carbamic acid t-butyl ester (156 mg, 0.265 mmol) in CH2Cl2 (1 mL) is treated with TFA (1 mL). After 30 min, the solvent is evaporated under stream of nitrogen. The residue is partitioned between EtOAc and saturated aqueous NaHCO3. The organic solution is washed with brine, dried over anhydrous MgSO4 and concentrated to yield (S)-2-amino-3-{3-[5-(4-methoxy-b...